This data is from the Open Reaction Database (ORD), a public repository of structured organic reaction records. The task is: describe an organic reaction: reactants, conditions, products, and yield Reactants: FC=1C=CC(=C(C1)C(CC1(OC1)C(F)(F)F)(C)C)OC (racemic 2-{2-[5-fluoro-2-(methyloxy)phenyl]-2-methylpropyl}-2-(trifluoromethyl)oxirane), NC1=C2C=NN(C2=CC=C1)C=1C=C(C(=O)OCC)C=CC1 (ethyl 3-(4-amino-1H-indazol-1-yl)benzoate), NC1=C2C=NN(C2=CC=C1)C=1C=C(C(=O)OCC)C=CC1 (ethyl 3-(4-amino-1H-indazol-1-yl)benzoate). Product: FC=1C=CC(=C(C1)C(CC(CNC1=C2C=NN(C2=CC=C1)C=1C=C(C(=O)OCC)C=CC1)(C(F)(F)F)O)(C)C)OC (Ethyl 3-(4-{[4-[5-fluoro-2-(methyloxy)phenyl]-2-hydroxy-4-methyl-2-(trifluoro methyl)pentyl]amino}-1H-indazol-1-yl)benzoate). Reaction SMILES: [F:1][C:2]1[CH:3]=[CH:4][C:5]([O:19][CH3:20])=[C:6]([C:8]([CH3:18])([CH3:17])[CH2:9][C:10]2([C:13]([F:16])([F:15])[F:14])[CH2:12][O:11]2)[CH:7]=1.[NH2:21][C:22]1[CH:30]=[CH:29][CH:28]=[C:27]2[C:23]=1[CH:24]=[N:25][N:26]2[C:31]1[CH:32]=[C:33]([CH:39]=[CH:40][CH:41]=1)[C:34]([O:36][CH2:37][CH3:38])=[O:35]>>[F:1][C:2]1[CH:3]=[CH:4][C:5]([O:19][CH3:20])=[C:6]([C:8]([CH3:18])([CH3:17])[CH2:9][C:10]([OH:11])([C:13]([F:16])([F:15])[F:14])[CH2:12][NH:21][C:22]2[CH:30]=[CH:29][CH:28]=[C:27]3[C:23]=2[CH:24]=[N:25][N:26]3[C:31]2[CH:32]=[C:33]([CH:39]=[CH:40][CH:41]=2)[C:34]([O:36][CH2:37][CH3:38])=[O:35])[CH:7]=1. Procedure: Prepared similarly to Example 1 from racemic 2-{2-[5-fluoro-2-(methyloxy)phenyl]-2-methylpropyl}-2-(trifluoromethyl)oxirane and ethyl 3-(4-amino-1H-indazol-1-yl)benzoate (Intermediate 6). Isolated yield 19.0%. Starting materials: C(C)(C)(C)O[C@H](C(=O)OC)C1=C2N3CCC(OCCCC[C@@H](OC=4C=CC(=C(C4C4=CC=CC(C5=CN2C(C(=C1C)C(C)O)=N5)=C4)F)F)C)(CC3)C (methyl(2S)-2-(tert-butoxy)-2-[(22S)-16,17-difluoro-5-(1-hydroxyethyl)-4,22,28-trimethyl-21,27-dioxa-1,7,34-triazahexacyclo[26.2.2.16,9.110,14.02,7.015,20]tetratriaconta-2,4,6(34),8,10(33),11,13,15(20),16,18-decaen-3-yl]acetate), C(C)(C)(C)O[C@H](C(=O)O)C1=C2N3CCC(OCCCC[C@@H](OC=4C=CC(=CC4C4=CC=CC(C5=C(N2C(C=C1C)=N5)Cl)=C4)C)C)(CC3)C ((2S)-2-(tert-butoxy)-2-[(22S)-8-chloro-4,17,22,28-tetramethyl-21,27-dioxa-1,7,34-triazahexacyclo[26.2.2.16,9.110,14.02,7.015,20]tetratriaconta-2,4,6(34),8,10(33),11,13,15(20),16,18-decaen-3-yl]acetic acid). Reported procedure: Prepared in 19.0% yield from methyl(2S)-2-(tert-butoxy)-2-[(22S)-16,17-difluoro-5-(1-hydroxyethyl)-4,22,28-trimethyl-21,27-dioxa-1,7,34-triazahexacyclo[26.2.2.16,9.110,14.02,7.015,20]tetratriaconta-2,4,6(34),8,10(33),11,13,15(20),16,18-decaen-3-yl]acetate following the procedure for (2S)-2-(tert-butoxy)-2-[(22S)-8-chloro-4,17,22,28-tetramethyl-21,27-dioxa-1,7,34-triazahexacyclo[26.2.2.16,9.110,14.02,7.015,20]tetratriaconta-2,4,6(34),8,10(33),11,13,15(20),16,18-decaen-3-yl]acetic acid. 1H NMR (50... The product is C(C)(C)(C)O[C@H](C(=O)O)C1=C2N3CCC(OCCCC[C@@H](OC=4C=CC(=C(C4C4=CC=CC(C5=CN2C(C(=C1C)C(C)O)=N5)=C4)F)F)C)(CC3)C ((2S)-2-(tert-Butoxy)-2-[(22S)-16,17-difluoro-5-(1-hydroxyethyl)-4,22,28-trimethyl-21,27-dioxa-1,7,34-triazahexacyclo[26.2.2.16,9.110,14.02,7.015,20]tetratriaconta-2,4,6(34),8,10(33),11,13,15(20),16,18-decaen-3-yl]acetic acid). RXN SMILES: [C:1]([O:5][C@@H:6]([C:11]1[C:40]([CH3:41])=[C:39]([CH:42]([OH:44])[CH3:43])[C:38]2=[N:45][C:35]3=[CH:36][N:37]2[C:12]=1[N:13]1[CH2:51][CH2:50][C:16]([CH3:52])([O:17][CH2:18][CH2:19][CH2:20][CH2:21][C@H:22]([CH3:49])[O:23][C:24]2[CH:25]=[CH:26][C:27]([F:48])=[C:28]([F:47])[C:29]=2[C:30]2[CH:46]=[C:34]3[CH:33]=[CH:32][CH:31]=2)[CH2:15][CH2:14]1)[C:7]([O:9]C)=[O:8])([CH3:4])([CH3:3])[CH3:2].C(O[C@@H](C1C(C)=CC2=NC3=C(Cl)N2C=1N1CCC(C)(OCCCC[C@H](C)OC2C=CC(C)=CC=2C2C=C3C=CC=2)CC1)C(O)=O)(C)(C)C>>[C:1]([O:5][C@@H:6]([C:11]1[C:40]([CH3:41])=[C:39]([CH:42]([OH:44])[CH3:43])[C:38]2=[N:45][C:35]3=[CH:36][N:37]2[C:12]=1[N:13]1[CH2:14][CH2:15][C:16]([CH3:52])([O:17][CH2:18][CH2:19][CH2:20][CH2:21][C@H:22]([CH3:49])[O:23][C:24]2[CH:25]=[CH:26][C:27]([F:48])=[C:28]([F:47])[C:29]=2[C:30]2[CH:46]=[C:34]3[CH:33]=[CH:32][CH:31]=2)[CH2:50][CH2:51]1)[C:7]([OH:9])=[O:8])([CH3:2])([CH3:3])[CH3:4]. Reactants: CNCC(=O)O[C@@H](CN1N(C(C(=C1C)C(NC1=NC=C(C=C1)OC1=CC=NC2=CC(=CC=C12)OC)=O)=O)C1=CC=CC=C1)C ((R)-1-(4-(5-(7-methoxyquinolin-4-yloxy)pyridin-2-ylcarbamoyl)-2,3-dihydro-5-methyl-3-oxo-2-phenylpyrazol-1-yl)propan-2-yl 2-(methylamino)acetate), Cl (HCl). Solvent: CCOC(=O)C (EtOAc). Yields the product Cl.CNCC(=O)O[C@@H](CN1N(C(C(=C1C)C(NC1=NC=C(C=C1)OC1=CC=NC2=CC(=CC=C12)OC)=O)=O)C1=CC=CC=C1)C ((R)-1-(4-(5-(7-methoxyquinolin-4-yloxy)pyridin-2-ylcarbamoyl)-5-methyl-3-oxo-2-phenyl-2,3-dihydropyrazol-1-yl)propan-2-yl 2-(methylamino)acetate hydrochloride), solid. Isolated yield 72.0%. RXN SMILES: [CH3:1][NH:2][CH2:3][C:4]([O:6][C@H:7]([CH3:44])[CH2:8][N:9]1[C:13]([CH3:14])=[C:12]([C:15](=[O:36])[NH:16][C:17]2[CH:22]=[CH:21][C:20]([O:23][C:24]3[C:33]4[C:28](=[CH:29][C:30]([O:34][CH3:35])=[CH:31][CH:32]=4)[N:27]=[CH:26][CH:25]=3)=[CH:19][N:18]=2)[C:11](=[O:37])[N:10]1[C:38]1[CH:43]=[CH:42][CH:41]=[CH:40][CH:39]=1)=[O:5].[ClH:45]>CCOC(C)=O>[ClH:45].[CH3:1][NH:2][CH2:3][C:4]([O:6][C@H:7]([CH3:44])[CH2:8][N:9]1[C:13]([CH3:14])=[C:12]([C:15](=[O:36])[NH:16][C:17]2[CH:22]=[CH:21][C:20]([O:23][C:24]3[C:33]4[C:28](=[CH:29][C:30]([O:34][CH3:35])=[CH:31][CH:32]=4)[N:27]=[CH:26][CH:25]=3)=[CH:19][N:18]=2)[C:11](=[O:37])[N:10]1[C:38]1[CH:39]=[CH:40][CH:41]=[CH:42][CH:43]=1)=[O:5] |f:3.4|. Reported procedure: The title compound was prepared according to the procedure described in Example 59 Step 3 by using (R)-1-(4-(5-(7-methoxyquinolin-4-yloxy)pyridin-2-ylcarbamoyl)-2,3-dihydro-5-methyl-3-oxo-2-phenylpyrazol-1-yl)propan-2-yl 2-(methylamino)acetate (100 mg, 0.168 mmol) and a saturated solution of HCl in EtOAc (10 mL). The desired compound was obtained as a yellow solid (80.7 mg, 72%). The reactants are [N+](=O)([O-])C=1C=C(C(=CC1)OC)C=1OC2=C(N1)C=C(C=C2)Br (2-(3-nitro-6-methoxyphenyl)-5-bromobenzoxazole), ClC=1C=C(C=CC1F)B(O)O (3-chloro-4-fluorophenylboronic acid). Product: [N+](=O)([O-])C=1C=C(C(=CC1)OC)C=1OC2=C(N1)C=C(C=C2)C2=CC(=C(C=C2)F)Cl (2-(3-Nitro-6-methoxyphenyl)-5-(3-chloro-4-fluorophenyl)benzoxazole). RXN SMILES: [N+:1]([C:4]1[CH:5]=[C:6]([C:12]2[O:13][C:14]3[CH:20]=[CH:19][C:18](Br)=[CH:17][C:15]=3[N:16]=2)[C:7]([O:10][CH3:11])=[CH:8][CH:9]=1)([O-:3])=[O:2].[Cl:22][C:23]1[CH:24]=[C:25](B(O)O)[CH:26]=[CH:27][C:28]=1[F:29]>>[N+:1]([C:4]1[CH:5]=[C:6]([C:12]2[O:13][C:14]3[CH:20]=[CH:19][C:18]([C:25]4[CH:26]=[CH:27][C:28]([F:29])=[C:23]([Cl:22])[CH:24]=4)=[CH:17][C:15]=3[N:16]=2)[C:7]([O:10][CH3:11])=[CH:8][CH:9]=1)([O-:3])=[O:2]. Procedure: Prepared by the method of Example 15d), from 2-(3-nitro-6-methoxyphenyl)-5-bromobenzoxazole (400 mg, 1.14 mmol) and 3-chloro-4-fluorophenylboronic acid (299 mg, 1.71 mmol) the subtitle compound was obtained (277 mg, 47%). The product was used directly in the next step without purification Starting materials: CC1=NC(=C(C(=N1)Cl)[N+](=O)[O-])Cl (2-methyl-5-nitro-4,6-dichloro-pyrimidine), CC1=NC(=CC(=C1N)C)C (2,4,6-trimethyl-3-amino-pyridine). Run in C(C)#N (acetonitrile). Run at time 2 hour. Product: ClC1=C(C(=NC(=N1)C)NC=1C(=NC(=CC1C)C)C)[N+](=O)[O-] ((6-Chloro-2-methyl-5-nitro-pyrimidin-4-yl)-(2,4,6-trimethyl-pyridin-3-yl)-amine). The yield is 35.7%. Reaction SMILES: [CH3:1][C:2]1[N:7]=[C:6](Cl)[C:5]([N+:9]([O-:11])=[O:10])=[C:4]([Cl:12])[N:3]=1.[CH3:13][C:14]1[C:19]([NH2:20])=[C:18]([CH3:21])[CH:17]=[C:16]([CH3:22])[N:15]=1>C(#N)C>[Cl:12][C:4]1[N:3]=[C:2]([CH3:1])[N:7]=[C:6]([NH:20][C:19]2[C:14]([CH3:13])=[N:15][C:16]([CH3:22])=[CH:17][C:18]=2[CH3:21])[C:5]=1[N+:9]([O-:11])=[O:10]. Reported procedure: A solution of 2-methyl-5-nitro-4,6-dichloro-pyrimidine (208 mg, 1.00 mmol) in 2.5 ml of acetonitrile was treated with 2,4,6-trimethyl-3-amino-pyridine (273 mg, 2 mmol) stirred at room temperature 2 hours. The mixture was quenched with water and extracted with ethyl acetate. The organic layer was washed with brine, dried and concentrated to give red residue. The residue was purified through silica gel column chromatography using chloroform to 6% methanol in chloroform as eluent to give the title ... Starting materials: Cl.Cl.ON=C(C)NCCCC[C@](N)(C(=O)O)C (N6-[1-(hydroxyimino)ethyl]-2-methyl-lysine, dihydrochloride), Cl.Cl.C(C)OC([C@@H](N)CCCCN)=O (lysine ethyl ester dihydrochloride), [O-]S(=O)(=O)[O-].[Mg+2] (MgSO4), ClC1=CC=C(C=O)C=C1 (4-chloro-benzaldehyde), C(C)(C)N(C(C)C)CC (N,N-diisopropylethylamine). Run in C(C)#N (acetonitrile). Reaction conditions: time 12 hour. Product: C(C)[C@](N=CC1=CC=C(C=C1)Cl)(CCCCN=CC1=CC=C(C=C1)Cl)C(=O)O (ethyl N, N'-di(4-chloro-phenylmethylene)-L-lysine). Reaction SMILES: [ClH:1].Cl.ON=C(N[CH2:8][CH2:9][CH2:10][CH2:11][C@@:12]([CH3:17])([C:14](O)=O)N)C.Cl.Cl.C([O:22][C:23](=[O:31])[C@H:24]([CH2:26][CH2:27][CH2:28][CH2:29][NH2:30])[NH2:25])C.[O-]S([O-])(=O)=O.[Mg+2].[Cl:38][C:39]1[CH:46]=[CH:45][C:42]([CH:43]=O)=[CH:41][CH:40]=1.C(N([CH2:54][CH3:55])C(C)C)(C)C>C(#N)C>[CH2:54]([C@@:24]([C:23]([OH:22])=[O:31])([CH2:26][CH2:27][CH2:28][CH2:29][N:30]=[CH:17][C:12]1[CH:14]=[CH:8][C:9]([Cl:1])=[CH:10][CH:11]=1)[N:25]=[CH:43][C:42]1[CH:45]=[CH:46][C:39]([Cl:38])=[CH:40][CH:41]=1)[CH3:55] |f:0.1.2,3.4.5,6.7|. Procedure: N6-[1-(hydroxyimino)ethyl]-2-methyl-lysine, dihydrochloride ##STR8## EX-3A) A suspension of lysine ethyl ester dihydrochloride (33 g; 0.14 mole) and MgSO4 (34 g; 0.28 moles) in a solution of 4-chloro-benzaldehyde (39 g; 0.28 moles) and acetonitrile (500 mL) was stirred while N,N-diisopropylethylamine (36 g; 0.28 moles) was added in portions over 1/2 h. The mixture was stirred for 12 h, filtered, concentrated to a small volume, and diluted with 500 mL of diethyl ether. The ether solution was wash...